This data is from the Open Reaction Database (ORD), a public repository of structured organic reaction records. The task is: describe an organic reaction: reactants, conditions, products, and yield The reactants are NC(C(=O)OC)C(C1=CC(=CC=C1)OC)C1=CC(=CC=C1)OC (methyl 2-amino-3,3-di(3-methoxyphenyl)propionate), Cl (hydrochloric acid). Solvent: 6. Conditions: temperature 0 celsius. The product is NC(C(=O)O)C(C1=CC(=CC=C1)OC)C1=CC(=CC=C1)OC (2-Amino-3,3-di(3-methoxyphenyl)propionic acid). RXN SMILES: [NH2:1][CH:2]([CH:7]([C:16]1[CH:21]=[CH:20][CH:19]=[C:18]([O:22][CH3:23])[CH:17]=1)[C:8]1[CH:13]=[CH:12][CH:11]=[C:10]([O:14][CH3:15])[CH:9]=1)[C:3]([O:5]C)=[O:4].Cl>>[NH2:1][CH:2]([CH:7]([C:8]1[CH:13]=[CH:12][CH:11]=[C:10]([O:14][CH3:15])[CH:9]=1)[C:16]1[CH:21]=[CH:20][CH:19]=[C:18]([O:22][CH3:23])[CH:17]=1)[C:3]([OH:5])=[O:4]. Procedure: 6.0 g (19.0 mmol) of methyl 2-amino-3,3-di(3-methoxyphenyl)propionate were refluxed in 140 ml of 6 normal hydrochloric acid for 6 hours. The mixture was then cooled to 0° C., and the precipitate was filtered off, washed with water and dried. The solid was then dissolved in 50 ml of ethanol, 20 ml of propene oxide were added and the mixture was refluxed for 30 minutes. After cooling, the precipitate was filtered off, washed with ethanol and dried. 2.20 g (38.4%) of a white powder of melting piont...